From a dataset of the Open Reaction Database (ORD), a public repository of structured organic reaction records. describe an organic reaction: reactants, conditions, products, and yield The product is C1(CC1)NC(C(CN1CCOCC1)C1=NC=CC=C1)=S (N-cyclopropyl-3-morpholino-2-(2-pyridyl)thiopropanamide). Procedure details: By the procedure of Example 2, N-cyclopropyl-2-(2-pyridyl)thioacetamide is reacted with formaldehyde and morpholine in methanol to give N-cyclopropyl-3-morpholino-2-(2-pyridyl)thiopropanamide. Starting materials: C1(CC1)NC(CC1=NC=CC=C1)=S (N-cyclopropyl-2-(2-pyridyl)thioacetamide), C=O (formaldehyde), N1CCOCC1 (morpholine). RXN SMILES: [CH:1]1([NH:4][C:5](=[S:13])[CH2:6][C:7]2[CH:12]=[CH:11][CH:10]=[CH:9][N:8]=2)[CH2:3][CH2:2]1.[CH2:14]=O.[NH:16]1[CH2:21][CH2:20][O:19][CH2:18][CH2:17]1>CO>[CH:1]1([NH:4][C:5](=[S:13])[CH:6]([C:7]2[CH:12]=[CH:11][CH:10]=[CH:9][N:8]=2)[CH2:14][N:16]2[CH2:21][CH2:20][O:19][CH2:18][CH2:17]2)[CH2:3][CH2:2]1. Run in CO (methanol). Starting materials: CCO, ClCC#CCOc1ccccc1, [K+], [OH-], O, N#Cc1ccc(S)cc1. Product: N#Cc1ccc(SCC#CCOc2ccccc2)cc1. Reaction SMILES: [CH3:24][CH2:25][OH:26].[Cl:12][CH2:13][C:14]#[C:15][CH2:16][O:17][c:18]1[cH:19][cH:20][cH:21][cH:22][cH:23]1.[K+:2].[OH-:1].[OH2:27].[SH:3][c:4]1[cH:5][cH:6][c:7]([C:8]#[N:9])[cH:10][cH:11]1>>[S:3]([c:4]1[cH:5][cH:6][c:7]([C:8]#[N:9])[cH:10][cH:11]1)[CH2:13][C:14]#[C:15][CH2:16][O:17][c:18]1[cH:19][cH:20][cH:21][cH:22][cH:23]1.